From a dataset of the Open Reaction Database (ORD), a public repository of structured organic reaction records. describe an organic reaction: reactants, conditions, products, and yield Starting materials: NC1=C(C(=NC=2N1N=CC2C=2C=NC(=CC2)C2=CC=CC=C2)C2CCNCC2)C(C)=O (1-(7-amino-3-(6-phenylpyridin-3-yl)-5-(piperidin-4-yl)pyrazolo[1,5-a]pyrimidin-6-yl)ethanone), CI (MeI). Solvent: CN(C)C=O (DMF). Reaction conditions: time 1 hour. Product: NC1=C(C(=NC=2N1N=CC2C=2C=NC(=CC2)C2=CC=CC=C2)C2CCN(CC2)C)C(C)=O (1-(7-amino-5-(1-methylpiperidin-4-yl)-3-(6-phenylpyridin-3-yl)pyrazolo[1,5-a]pyrimidin-6-yl)ethanone). As a reaction SMILES: [NH2:1][C:2]1[N:7]2[N:8]=[CH:9][C:10]([C:11]3[CH:12]=[N:13][C:14]([C:17]4[CH:22]=[CH:21][CH:20]=[CH:19][CH:18]=4)=[CH:15][CH:16]=3)=[C:6]2[N:5]=[C:4]([CH:23]2[CH2:28][CH2:27][NH:26][CH2:25][CH2:24]2)[C:3]=1[C:29](=[O:31])[CH3:30].[CH3:32]I>CN(C=O)C>[NH2:1][C:2]1[N:7]2[N:8]=[CH:9][C:10]([C:11]3[CH:12]=[N:13][C:14]([C:17]4[CH:18]=[CH:19][CH:20]=[CH:21][CH:22]=4)=[CH:15][CH:16]=3)=[C:6]2[N:5]=[C:4]([CH:23]2[CH2:24][CH2:25][N:26]([CH3:32])[CH2:27][CH2:28]2)[C:3]=1[C:29](=[O:31])[CH3:30]. Reported procedure: To a solution of 1-(7-amino-3-(6-phenylpyridin-3-yl)-5-(piperidin-4-yl)pyrazolo[1,5-a]pyrimidin-6-yl)ethanone (25 mg, 0.06 mmol), DEA (52 μL, 0.3 mmol) in DMF (1 mL) was added MeI (15 μL, 0.24 mmol). The reaction mixture was stirred for one hour and directly purified by HPLC to provide the title compound. LC/MS RT=2.76 min. Mass calculated for M+H 427.2, observed 427.3. The reactants are COC1=CC=C(C=C1)N1CCN(CC1)C1=NC=C(C=C1)[N+](=O)[O-] (2-(4-[4-Methoxyphenyl]piperazin-1-yl)-5-nitropyridine). The reagents and catalysts are catalyst, [Pt] (platinum on carbon). Run in C(C)O (ethanol). Conditions: time 48 hour. The product is NC=1C=CC(=NC1)N1CCN(CC1)C1=CC=C(C=C1)OC (5-Amino-2-(4-[4-methoxyphenyl]piperazin-1-yl)pyridine). Reaction SMILES: [CH3:1][O:2][C:3]1[CH:8]=[CH:7][C:6]([N:9]2[CH2:14][CH2:13][N:12]([C:15]3[CH:20]=[CH:19][C:18]([N+:21]([O-])=O)=[CH:17][N:16]=3)[CH2:11][CH2:10]2)=[CH:5][CH:4]=1>C(O)C.[Pt]>[NH2:21][C:18]1[CH:19]=[CH:20][C:15]([N:12]2[CH2:13][CH2:14][N:9]([C:6]3[CH:7]=[CH:8][C:3]([O:2][CH3:1])=[CH:4][CH:5]=3)[CH2:10][CH2:11]2)=[N:16][CH:17]=1. Procedure: A suspension of the product of part (i) (4.0 g, 12 mmole) in ethanol (150 ml) was hydrogenated at 45 p.s.i. (310 kPa) over 5% platinum on carbon (0.1 g) for 5 hours. After this time an additional portion of the catalyst (0.1 g) was added and hydrogenation was continued at room temperature for a further 48 hours. The catalyst was removed by filtration and the filtrate concentrated under reduced pressure. The dark residue was purified by flash chromatography on silica gel eluting with ethyl acetat... Reactants: Cn1c(S(C)(=O)=O)nc2cccnc21, CO, [H-], [Na+], CN(C)C=O, CC1(C)C(=O)N(c2ccc(O)cc2)c2ncccc21. The product is Cn1c(Oc2ccc(N3C(=O)C(C)(C)c4cccnc43)cc2)nc2cccnc21. Reaction SMILES: [CH3:1][n:2]1[c:3]([S:11]([CH3:12])(=[O:13])=[O:14])[n:4][c:5]2[c:6]1[n:7][cH:8][cH:9][cH:10]2.[CH3:41][OH:42].[H-:35].[Na+:34].[O:36]=[CH:37][N:38]([CH3:39])[CH3:40].[OH:15][c:16]1[cH:17][cH:18][c:19]([N:22]2[C:23](=[O:33])[C:24]([CH3:31])([CH3:32])[c:25]3[c:26]2[n:27][cH:28][cH:29][cH:30]3)[cH:20][cH:21]1>>[CH3:1][n:2]1[c:3]([O:15][c:16]2[cH:17][cH:18][c:19]([N:22]3[C:23](=[O:33])[C:24]([CH3:31])([CH3:32])[c:25]4[c:26]3[n:27][cH:28][cH:29][cH:30]4)[cH:20][cH:21]2)[n:4][c:5]2[c:6]1[n:7][cH:8][cH:9][cH:10]2.